This data is from the Open Reaction Database (ORD), a public repository of structured organic reaction records. The task is: describe an organic reaction: reactants, conditions, products, and yield Starting materials: FC1=C(CN)C=CC(=C1)F (2,4-difluorbenzylamine), BrCCCCC1(C2=CC=CC=C2C=2C=CC=CC12)C(=O)Cl (9-(4-bromo-butyl)-9H-fluorene-9-carboxylic acid chloride). The product is FC1=C(CNC(=O)C2(C3=CC=CC=C3C=3C=CC=CC23)CCCCBr)C=CC(=C1)F (9-(4-bromo-butyl)-9H-fluorene-9-carboxylic acid-2,4-difluoro-benzylamide). RXN SMILES: [F:1][C:2]1[CH:9]=[C:8]([F:10])[CH:7]=[CH:6][C:3]=1[CH2:4][NH2:5].[Br:11][CH2:12][CH2:13][CH2:14][CH2:15][C:16]1([C:29](Cl)=[O:30])[C:28]2[CH:27]=[CH:26][CH:25]=[CH:24][C:23]=2[C:22]2[C:17]1=[CH:18][CH:19]=[CH:20][CH:21]=2>>[F:1][C:2]1[CH:9]=[C:8]([F:10])[CH:7]=[CH:6][C:3]=1[CH2:4][NH:5][C:29]([C:16]1([CH2:15][CH2:14][CH2:13][CH2:12][Br:11])[C:28]2[CH:27]=[CH:26][CH:25]=[CH:24][C:23]=2[C:22]2[C:17]1=[CH:18][CH:19]=[CH:20][CH:21]=2)=[O:30]. Reported procedure: Prepared analogously to Example 1 from 2,4-difluorbenzylamine and 9-(4-bromo-butyl)-9H-fluorene-9-carboxylic acid chloride. The reactants are CC(=O)[O-], CCOc1cnc2c(n1)c(C(=O)C(C)(C)C)cn2COCC[Si](C)(C)C, ClCCl, [Na+], O, O, O, O=C(O)C(F)(F)F. Yields the product CCOc1cnc2[nH]cc(C(=O)C(C)(C)C)c2n1. Reaction SMILES: [C:30]([O-:31])(=[O:32])[CH3:33].[CH2:1]([CH3:2])[O:3][c:4]1[n:5][c:6]2[c:7]([n:8][cH:9]1)[n:10]([CH2:19][O:20][CH2:21][CH2:22][Si:23]([CH3:24])([CH3:25])[CH3:26])[cH:11][c:12]2[C:13]([C:14]([CH3:15])([CH3:16])[CH3:17])=[O:18].[Cl:35][CH2:36][Cl:37].[Na+:34].[OH2:27].[OH2:28].[OH2:29].[OH:38][C:39]([C:40]([F:41])([F:42])[F:43])=[O:44]>>[CH2:1]([CH3:2])[O:3][c:4]1[n:5][c:6]2[c:7]([n:8][cH:9]1)[nH:10][cH:11][c:12]2[C:13]([C:14]([CH3:15])([CH3:16])[CH3:17])=[O:18]. Starting materials: NC1=NC=C(C=C1N)Br (2,3-diamino-5-bromopyridine), ClCC=O.O (chloroacetaldehyde H2O). Reaction SMILES: [NH2:1][C:2]1[C:7]([NH2:8])=[CH:6][C:5]([Br:9])=[CH:4][N:3]=1.Cl[CH2:11][CH:12]=O.O>CC(O)C>[Br:9][C:5]1[CH:6]=[C:7]([NH2:8])[C:2]2[N:3]([CH:11]=[CH:12][N:1]=2)[CH:4]=1 |f:1.2|. Procedure: 2,3-diamino-5-bromopyridine (10.0 g, 45.86 mmol) was dissolved in 80 ml of IPA and then 50% wt chloroacetaldehyde/H2O (6.51 ml, 50.45 mmol) was added. The resulting mixture was heated at reflux for 24 hrs. The mixture was cooled down and then filtered. The cake was dried to afford 9.10 g of product. The solvent is CC(C)O (IPA). Yields the product BrC=1C=C(C=2N(C1)C=CN2)N (6-Bromo-imidazo[1,2-a]pyridin-8-ylamine). The yield is 93.6%. The reactants are ClC1=NC=C2C(=N1)N(N=C2)C2OCCCC2 (6-chloro-1-(tetrahydro-2H-pyran-2-yl)-1H-pyrazolo[3,4-d]pyrimidine), COC=1C=C(C=C(C1)OC)B(O)O ((3,5-dimethoxyphenyl)boronic acid), P(=O)([O-])([O-])[O-].[K+].[K+].[K+] (potassium phosphate), ClCCl (dichloromethane). The reagents and catalysts are C1=CC=C(C=C1)P([C-]2C=CC=C2)C3=CC=CC=C3.C1=CC=C(C=C1)P([C-]2C=CC=C2)C3=CC=CC=C3.Cl[Pd]Cl.[Fe+2] ([1,1′-bis(diphenylphosphino)ferrocene]dichloropalladium(II)). Run in O1CCOCC1 (1,4-dioxane), O (water). Run at temperature 100 celsius, time 3 hour. Product: COC=1C=C(C=C(C1)OC)C1=NC=C2C(=N1)N(N=C2)C2OCCCC2 (6-(3,5-dimethoxyphenyl)-1-(tetrahydro-2H-pyran-2-yl)-1H-pyrazolo[3,4-d]pyrimidine). RXN SMILES: Cl[C:2]1[N:7]=[C:6]2[N:8]([CH:11]3[CH2:16][CH2:15][CH2:14][CH2:13][O:12]3)[N:9]=[CH:10][C:5]2=[CH:4][N:3]=1.[CH3:17][O:18][C:19]1[CH:20]=[C:21](B(O)O)[CH:22]=[C:23]([O:25][CH3:26])[CH:24]=1.ClCCl.P([O-])([O-])([O-])=O.[K+].[K+].[K+]>O1CCOCC1.O.C1C=CC(P(C2C=CC=CC=2)[C-]2C=CC=C2)=CC=1.C1C=CC(P(C2C=CC=CC=2)[C-]2C=CC=C2)=CC=1.Cl[Pd]Cl.[Fe+2]>[CH3:17][O:18][C:19]1[CH:20]=[C:21]([C:2]2[N:7]=[C:6]3[N:8]([CH:11]4[CH2:16][CH2:15][CH2:14][CH2:13][O:12]4)[N:9]=[CH:10][C:5]3=[CH:4][N:3]=2)[CH:22]=[C:23]([O:25][CH3:26])[CH:24]=1 |f:3.4.5.6,9.10.11.12|. Reported procedure: A mixture of 6-chloro-1-(tetrahydro-2H-pyran-2-yl)-1H-pyrazolo[3,4-d]pyrimidine (5.2 mmol), (3,5-dimethoxyphenyl)boronic acid (1.0 g, 5.7 mmol), [1,1′-bis(diphenylphosphino)ferrocene]dichloropalladium(II) complexed with dichloromethane (1:1) (0.3 g, 0.4 mmol) and potassium phosphate (2.2 g) in 1,4-dioxane (10 mL) and water (2 mL) in a reaction vial was degassed and sealed. The mixture was stirred at 100° C. for 3 h. After cooling, the reaction mixture was extracted with ethyl acetate (3×20 mL). ...